From a dataset of the Open Reaction Database (ORD), a public repository of structured organic reaction records. describe an organic reaction: reactants, conditions, products, and yield The reactants are CC(C)(C)OC(=O)NCC(=O)O, CC(C)N=C=NC(C)C, CCN(C(C)C)C(C)C, ClCCl, COC(=O)C(N)CCSC. Product: COC(=O)C(CCSC)NC(=O)CNC(=O)OC(C)(C)C. RXN SMILES: [C:11](=[O:12])([O:13][C:14]([CH3:15])([CH3:16])[CH3:17])[NH:18][CH2:19][C:20](=[O:21])[OH:22].[CH:23]([N:24]=[C:25]=[N:26][CH:27]([CH3:28])[CH3:29])([CH3:30])[CH3:31].[CH:32]([N:33]([CH:34]([CH3:35])[CH3:36])[CH2:37][CH3:38])([CH3:39])[CH3:40].[Cl:41][CH2:42][Cl:43].[NH2:1][CH:2]([C:3](=[O:4])[O:5][CH3:6])[CH2:7][CH2:8][S:9][CH3:10]>>[NH:1]([CH:2]([C:3](=[O:4])[O:5][CH3:6])[CH2:7][CH2:8][S:9][CH3:10])[C:20]([CH2:19][NH:18][C:11](=[O:12])[O:13][C:14]([CH3:15])([CH3:16])[CH3:17])=[O:21]. Isolated yield 60.2%. The reactants are C1(CC1)C(=O)C=1C=NC2=CC=C(C=C2C1N[C@H]1CC[C@H](CC1)NC(OC(C)(C)C)=O)C1=CC(=C(C(=C1)F)O)F (tert-butyl cis-4-[3-(cyclopropanecarbonyl)-6-(3,5-difluoro-4-hydroxyphenyl)quinolin-4-ylamino]cyclohexylcarbamate), C(=O)(C(F)(F)F)O (TFA). Procedure details: Following general procedure A-2, tert-butyl cis-4-[3-(cyclopropanecarbonyl)-6-(3,5-difluoro-4-hydroxyphenyl)quinolin-4-ylamino]cyclohexylcarbamate (51 mg, 0.095 mmol) was reacted with TFA (2 mL) to afford the desired product (25 mg, 52%) as a light yellow solid: 1H NMR (300 MHz, CD3OD) δ 9.27 (s, 1H), 8.37 (d, J=1.7 Hz, 1H), 8.06 (dd, J=8.8, 1.9 Hz, 1H), 7.94 (d, J=8.7 Hz, 1H), 7.33 (dd, J=8.1, 1.6 Hz, 2H), 4.73 (s, 1H), 2.97-2.86 (m, 1H), 2.16 (d, J=9.1 Hz, 2H), 2.09-1.97 (m, 5H), 1.91-1.76 (m,... Reaction SMILES: [CH:1]1([C:4]([C:6]2[CH:7]=[N:8][C:9]3[C:14]([C:15]=2[NH:16][C@@H:17]2[CH2:22][CH2:21][C@H:20]([NH:23]C(=O)OC(C)(C)C)[CH2:19][CH2:18]2)=[CH:13][C:12]([C:31]2[CH:36]=[C:35]([F:37])[C:34]([OH:38])=[C:33]([F:39])[CH:32]=2)=[CH:11][CH:10]=3)=[O:5])[CH2:3][CH2:2]1.C(O)(C(F)(F)F)=O>>[NH2:23][C@@H:20]1[CH2:21][CH2:22][C@H:17]([NH:16][C:15]2[C:14]3[C:9](=[CH:10][CH:11]=[C:12]([C:31]4[CH:32]=[C:33]([F:39])[C:34]([OH:38])=[C:35]([F:37])[CH:36]=4)[CH:13]=3)[N:8]=[CH:7][C:6]=2[C:4]([CH:1]2[CH2:2][CH2:3]2)=[O:5])[CH2:18][CH2:19]1. Yields the product N[C@H]1CC[C@H](CC1)NC1=C(C=NC2=CC=C(C=C12)C1=CC(=C(C(=C1)F)O)F)C(=O)C1CC1 ([4-(cis-4-Aminocyclohexylamino)-6-(3,5-difluoro-4-hydroxyphenyl)quinolin-3-yl](cyclopropyl)methanone). Reactants: COC1=CC=C(CN2N=C(N=N2)C=2C=C(C=CC2)CO)C=C1 ({3-[2-(4-Methoxy-benzyl)-2H-tetrazol-5-yl]-phenyl}-methanol), P(Br)(Br)Br (phosphorous tribromide). The solvent is ClCCl (dichloromethane), ClCCl (dichloromethane). Run at time 16 hour. The product is BrCC=1C=C(C=CC1)C=1N=NN(N1)CC1=CC=C(C=C1)OC (5-(3-Bromomethyl-phenyl)-2-(4-methoxy-benzyl)-2H-tetrazole). Yield: 96.6%. As a reaction SMILES: [CH3:1][O:2][C:3]1[CH:22]=[CH:21][C:6]([CH2:7][N:8]2[N:12]=[N:11][C:10]([C:13]3[CH:14]=[C:15]([CH2:19]O)[CH:16]=[CH:17][CH:18]=3)=[N:9]2)=[CH:5][CH:4]=1.P(Br)(Br)[Br:24]>ClCCl>[Br:24][CH2:19][C:15]1[CH:14]=[C:13]([C:10]2[N:11]=[N:12][N:8]([CH2:7][C:6]3[CH:21]=[CH:22][C:3]([O:2][CH3:1])=[CH:4][CH:5]=3)[N:9]=2)[CH:18]=[CH:17][CH:16]=1. Procedure: The alcohol (1 g, 3.37 mmol) of Step (a) was dissolved in dichloromethane (25 mL) and added dropwise at room temperature to a solution of phosphorous tribromide (1 g, 3.7 mmol) in dichloromethane (75 mL). The solution was stirred for 16 hours, then concentrated in vacuo. The residue obtained was triturated with hexane and collected by filtration to yield a white solid (1.17 g, 92%). 1H NMR (CDCl3) δ 8.2 (d, 1H), 7.7 (m, 2H), 7.5 (m, 1H), 7.4 (d, 2H), 6.8 (d, 2H), 5.8 (s, 2H), 4.5 (s, 2H), 3.7 (s... Reactants: steel, C(#N)C=1N=CN(C1CC#N)[C@H]1[C@@H](OCC2=CC=CC=C2)[C@H](OCC2=CC=CC=C2)[C@H](O1)COCC1=CC=CC=C1 (4-cyano-5-cyanomethyl-1-(2,3,5-tri-O-benzyl-β-D-arabinofuranosyl)imidazole), C(C)O (ethanol), S (hydrogen sulfide). The solvent is C(C)N(CC)CC (triethylamine). Yields the product NC1=CC2=C(C(N1)=S)N=CN2[C@H]2[C@@H](OCC1=CC=CC=C1)[C@H](OCC1=CC=CC=C1)[C@H](O2)COCC2=CC=CC=C2 (6-amino-1,5-dihydro-1-(2,3,5-tri-O-benzyl-β-D-arabinofuranosyl)-4H-imidazo[4,5-c]pyridine-4-thione). As a reaction SMILES: [C:1]([C:3]1[N:4]=[CH:5][N:6]([C@@H:11]2[O:31][C@H:30]([CH2:32][O:33][CH2:34][C:35]3[CH:40]=[CH:39][CH:38]=[CH:37][CH:36]=3)[C@@H:21]([O:22][CH2:23][C:24]3[CH:29]=[CH:28][CH:27]=[CH:26][CH:25]=3)[C@@H:12]2[O:13][CH2:14][C:15]2[CH:20]=[CH:19][CH:18]=[CH:17][CH:16]=2)[C:7]=1[CH2:8][C:9]#[N:10])#[N:2].C(O)C.[SH2:44]>C(N(CC)CC)C>[NH2:10][C:9]1[NH:2][C:1](=[S:44])[C:3]2[N:4]=[CH:5][N:6]([C@@H:11]3[O:31][C@H:30]([CH2:32][O:33][CH2:34][C:35]4[CH:36]=[CH:37][CH:38]=[CH:39][CH:40]=4)[C@@H:21]([O:22][CH2:23][C:24]4[CH:25]=[CH:26][CH:27]=[CH:28][CH:29]=4)[C@@H:12]3[O:13][CH2:14][C:15]3[CH:16]=[CH:17][CH:18]=[CH:19][CH:20]=3)[C:7]=2[CH:8]=1. Procedure: A mixture of 8 g of 4-cyano-5-cyanomethyl-1-(2,3,5-tri-O-benzyl-β-D-arabinofuranosyl)imidazole, 250 ml of ethanol saturated at 0° C. with hydrogen sulfide, and 2.5 g of triethylamine is kept in a steel bomb for 48 hours at ambient temperature. The reaction solution is evaporated in vacuo to a yellow foam which is coevaporated with ethanol several times to provide 6-amino-1,5-dihydro-1-(2,3,5-tri-O-benzyl-β-D-arabinofuranosyl)-4H-imidazo[4,5-c]pyridine-4-thione. Reactants: C(C=1C(C=O)=CC=CC1)(=O)O (phthalaldehydic acid), C(C)(=O)[O-].[Na+] (sodium acetate), C(C)(=O)O (acetic acid), S1C(=S)NC(=O)C1 (rhodanine), C(C)(=O)O (acetic acid). Solvent: O (water). Product: C(=O)(O)C1=C(C=C2C(NC(S2)=S)=O)C=CC=C1 (5-o-Carboxybenzylidenerhodanine). RXN SMILES: [C:1]([OH:11])(=[O:10])[C:2]1[C:3](=[CH:6][CH:7]=[CH:8][CH:9]=1)[CH:4]=O.[S:12]1[CH2:18][C:16](=[O:17])[NH:15][C:13]1=[S:14].C(O)(=O)C.C([O-])(=O)C.[Na+]>O>[C:1]([C:2]1[CH:9]=[CH:8][CH:7]=[CH:6][C:3]=1[CH:4]=[C:18]1[S:12][C:13](=[S:14])[NH:15][C:16]1=[O:17])([OH:11])=[O:10] |f:3.4|. Procedure details: To a hot stirred solution of 20.5 g. (134 mM) of phthalaldehydic acid and 17.95 g. (135 mM) of rhodanine in 90 ml. of glacial acetic acid is added 36.0 g. (438 mM) of sodium acetate. While heating the resulting solution to reflux, a precipitate forms and an additional 30 ml. of acetic acid is added. After refluxing the mixture for 0.5 hour, it is cooled, poured into water, and filtered to separate a yellow solid. The solid is washed with water and boiled with 500 ml. of isopropanol. The resultin... The reactants are [BH3-]C#N, C1COCCN1, CC(=O)O, CO, CCOC(=O)c1cc2cc(C=O)ccc2o1, [Na+]. Product: CCOC(=O)c1cc2cc(CN3CCOCC3)ccc2o1. Reaction SMILES: [C:27]([BH3-:28])#[N:29].[CH2:1]1[CH2:2][O:3][CH2:4][CH2:5][NH:6]1.[CH3:23][C:24](=[O:25])[OH:26].[CH3:31][OH:32].[CH:7](=[O:8])[c:9]1[cH:10][cH:11][c:12]2[c:13]([cH:14][c:15]([C:17](=[O:18])[O:19][CH2:20][CH3:21])[o:16]2)[cH:22]1.[Na+:30]>>[CH2:1]1[CH2:2][O:3][CH2:4][CH2:5][N:6]1[CH2:7][c:9]1[cH:10][cH:11][c:12]2[c:13]([cH:14][c:15]([C:17](=[O:18])[O:19][CH2:20][CH3:21])[o:16]2)[cH:22]1. The reactants are C=CCOC(=O)Cl, O=S(=O)(c1ccc(Cl)cc1)N1C2CCCC1c1cn[nH]c1C2. The product is C=CCOC(=O)n1cc2c(n1)CC1CCCC2N1S(=O)(=O)c1ccc(Cl)cc1. RXN SMILES: [CH2:23]([CH:24]=[CH2:25])[O:26][C:27](=[O:28])[Cl:29].[Cl:1][c:2]1[cH:3][cH:4][c:5]([S:8](=[O:9])(=[O:10])[N:11]2[CH:12]3[c:13]4[cH:14][n:15][nH:16][c:17]4[CH2:18][CH:19]2[CH2:20][CH2:21][CH2:22]3)[cH:6][cH:7]1>>[Cl:1][c:2]1[cH:3][cH:4][c:5]([S:8](=[O:9])(=[O:10])[N:11]2[CH:12]3[c:13]4[cH:14][n:15]([C:27]([O:26][CH2:23][CH:24]=[CH2:25])=[O:28])[n:16][c:17]4[CH2:18][CH:19]2[CH2:20][CH2:21][CH2:22]3)[cH:6][cH:7]1. Starting materials: COC(=O)c1nc(Cl)nc(Cl)c1Cl, N, C1COCCO1. The product is COC(=O)c1nc(Cl)nc(N)c1Cl. Reaction SMILES: [CH3:2][O:3][C:4](=[O:5])[c:6]1[n:7][c:8]([Cl:14])[n:9][c:10]([Cl:13])[c:11]1[Cl:12].[NH3:1].[O:15]1[CH2:16][CH2:17][O:18][CH2:19][CH2:20]1>>[NH2:1][c:10]1[n:9][c:8]([Cl:14])[n:7][c:6]([C:4]([O:3][CH3:2])=[O:5])[c:11]1[Cl:12].